From a dataset of the Open Reaction Database (ORD), a public repository of structured organic reaction records. describe an organic reaction: reactants, conditions, products, and yield Starting materials: CCCCc1nccc2ccc(Br)cc12, CCOCC, [Li]C(C)CC, O=C=O. The product is CCCCc1nccc2ccc(C(=O)O)cc12. Reaction SMILES: [Br:1][c:2]1[cH:3][cH:4][c:5]2[cH:6][cH:7][n:8][c:9]([CH2:12][CH2:13][CH2:14][CH3:15])[c:10]2[cH:11]1.[CH3:24][CH2:25][O:26][CH2:27][CH3:28].[CH:16]([Li:17])([CH2:18][CH3:19])[CH3:20].[O:21]=[C:22]=[O:23]>>[c:2]1([C:22](=[O:21])[OH:23])[cH:3][cH:4][c:5]2[cH:6][cH:7][n:8][c:9]([CH2:12][CH2:13][CH2:14][CH3:15])[c:10]2[cH:11]1. The reactants are [H-].[Na+] (sodium hydride), O1CCCC1 (tetrahydrofuran), COC(=O)CP(=O)(OC)OC (trimethyl phosphonoacetate), OC1(OC2=C(C(=C(C(=C2CC1)C(C)C)CC(=O)[O-])C(C)(C)C)CCC)C (2-hydroxy-2-methyl-7-t-butyl-5-isopropyl-8-propyl-chroman-6-yl-acetate), O1CCCC1 (tetrahydrofuran). Conditions: time 25 minute. Product: OC=1C(=C2CCC(OC2=C(C1C(C)(C)C)CCC)CC(=O)O)C(C)C ((6-Hydroxy-7-t-butyl-5-isopropyl-8-propylchroman-2-yl)acetic acid). Reaction SMILES: [H-].[Na+].C[O:4][C:5]([CH2:7]P(OC)(OC)=O)=[O:6].O[C:15]1(C)[CH2:24][CH2:23][C:22]2[C:17](=[C:18]([CH2:36][CH2:37][CH3:38])[C:19]([C:32]([CH3:35])([CH3:34])[CH3:33])=[C:20](CC([O-])=O)[C:21]=2[CH:25]([CH3:27])[CH3:26])[O:16]1.[O:40]1CCCC1>>[OH:40][C:20]1[C:21]([CH:25]([CH3:26])[CH3:27])=[C:22]2[C:17](=[C:18]([CH2:36][CH2:37][CH3:38])[C:19]=1[C:32]([CH3:34])([CH3:35])[CH3:33])[O:16][CH:15]([CH2:7][C:5]([OH:4])=[O:6])[CH2:24][CH2:23]2 |f:0.1|. Procedure: Suspend sodium hydride (47.2 g of 56% in mineral oil, 1.10 mol) in anhydrous tetrahydrofuran (1 L). Place under a nitrogen atmosphere and add, by dropwise addition, trimethyl phosphonoacetate (209.4 g, 1.15 mol). Stir the 25 minutes and add a solution of 2-hydroxy-2-methyl-7-t-butyl-5-isopropyl-8-propyl-chroman-6-yl-acetate (0.5 mol) in tetrahydrofuran (1 L). Stir at room temperature for 18 hour then heat at reflux for 4 hours. Cool, evaporate the solvent in vacuo and purify by chromatography to... Starting materials: CN(\C=N\NC(C[C@@H]1N(C[C@@H]([C@H](C1)C1=CC=C(C=C1)COC[C@@H](C)OCC)OCC=1C=CC2=C(N(CCO2)CCCOC)C1)S(=O)(=O)C1=CC=C(C=C1)C)=O)C ([(2R,4R,5R)-4-[4-((R)-2-ethoxy-propoxymethyl)-phenyl]-5-[4-(3-methoxy-propyl)-3,4-dihydro-2H-benzo[1,4]oxazin-6-ylmethoxy]-1-(toluene-4-sulfonyl) -piperidin-2-yl]-acetic acid [1-dimethylamino-meth-(E)-ylidene]- hydrazide), C(=O)(O)[O-].[Na+] (NaHCO3), CN (methylamine), C(C)(=O)O (Acetic acid). The solvent is C(C)#N (acetonitrile). Conditions: temperature 100 celsius. Product: C(C)O[C@@H](COCC1=CC=C(C=C1)[C@@H]1[C@H](CN[C@H](C1)CC1=NN=CN1C)OCC=1C=CC2=C(N(CCO2)CCCOC)C1)C (6-[(3R,4R,6R)-4-[4-((R)-2-Ethoxy-propoxymethyl)-phenyl]-6-(4-methyl-4H-[1,2,4]triazol-3-ylmethyl)-piperidin-3-yloxymethyl]-4-(3-methoxy-propyl)-3,4-dihydro-2H-benzo[1,4]oxazine). Reaction SMILES: [CH3:1][N:2](C)/[CH:3]=[N:4]/[NH:5][C:6](=O)[CH2:7][C@H:8]1[CH2:13][C@H:12]([C:14]2[CH:19]=[CH:18][C:17]([CH2:20][O:21][CH2:22][C@H:23]([O:25][CH2:26][CH3:27])[CH3:24])=[CH:16][CH:15]=2)[C@@H:11]([O:28][CH2:29][C:30]2[CH:31]=[CH:32][C:33]3[O:38][CH2:37][CH2:36][N:35]([CH2:39][CH2:40][CH2:41][O:42][CH3:43])[C:34]=3[CH:44]=2)[CH2:10][N:9]1S(C1C=CC(C)=CC=1)(=O)=O.CN.C(O)(=O)C.C([O-])(O)=O.[Na+]>C(#N)C>[CH2:26]([O:25][C@H:23]([CH3:24])[CH2:22][O:21][CH2:20][C:17]1[CH:18]=[CH:19][C:14]([C@H:12]2[CH2:13][C@H:8]([CH2:7][C:6]3[N:2]([CH3:1])[CH:3]=[N:4][N:5]=3)[NH:9][CH2:10][C@@H:11]2[O:28][CH2:29][C:30]2[CH:31]=[CH:32][C:33]3[O:38][CH2:37][CH2:36][N:35]([CH2:39][CH2:40][CH2:41][O:42][CH3:43])[C:34]=3[CH:44]=2)=[CH:15][CH:16]=1)[CH3:27] |f:3.4|. Procedure details: Into a solution of 1.0 mmol of [(2R,4R,5R)-4-[4-((R)-2-ethoxy-propoxymethyl)-phenyl]-5-[4-(3-methoxy-propyl)-3,4-dihydro-2H-benzo[1,4]oxazin-6-ylmethoxy]-1-(toluene-4-sulfonyl) -piperidin-2-yl]-acetic acid [1-dimethylamino-meth-(E)-ylidene]- hydrazide in 2 ml of acetonitrile is condensed ca. 1 ml of gaseous methylamine, at RT. Acetic acid (2 mL) is carefully added, then the reaction system is sealed, and heated at 100° C. for 4 h. The reaction mixture is cooled to RT, poured into saturated aqueo... Starting materials: C(C)(C)(C)OC(=O)CNC(=NC1=NC=NC2=CC(=C(C=C12)OC)OCC1CCN(CC1)C)NC1=C(C=CC=C1C)C (N-(tert-butoxycarbonylmethyl)-N′-(2,6-dimethylphenyl)-N″-[6-methoxy-7-(N-methylpiperidin-4-ylmethoxy)quinazolin-4-yl]guanidine), FC(C(=O)O)(F)F (trifluoroacetic acid). The solvent is C(Cl)Cl (methylene chloride). Conditions: time 3 hour. Yields the product C(=O)(O)CNC(=NC1=NC=NC2=CC(=C(C=C12)OC)OCC1CCN(CC1)C)NC1=C(C=CC=C1C)C (N-carboxymethyl-N′-(2,6-dimethylphenyl)-N″-[6-methoxy-7-(N-methylpiperidin-4-ylmethoxy)quinazolin-4-yl]guanidine). Yield: 67.0%. Reaction SMILES: C([O:5][C:6]([CH2:8][NH:9][C:10]([NH:33][C:34]1[C:39]([CH3:40])=[CH:38][CH:37]=[CH:36][C:35]=1[CH3:41])=[N:11][C:12]1[C:21]2[C:16](=[CH:17][C:18]([O:24][CH2:25][CH:26]3[CH2:31][CH2:30][N:29]([CH3:32])[CH2:28][CH2:27]3)=[C:19]([O:22][CH3:23])[CH:20]=2)[N:15]=[CH:14][N:13]=1)=[O:7])(C)(C)C.FC(F)(F)C(O)=O>C(Cl)Cl>[C:6]([CH2:8][NH:9][C:10]([NH:33][C:34]1[C:35]([CH3:41])=[CH:36][CH:37]=[CH:38][C:39]=1[CH3:40])=[N:11][C:12]1[C:21]2[C:16](=[CH:17][C:18]([O:24][CH2:25][CH:26]3[CH2:27][CH2:28][N:29]([CH3:32])[CH2:30][CH2:31]3)=[C:19]([O:22][CH3:23])[CH:20]=2)[N:15]=[CH:14][N:13]=1)([OH:7])=[O:5]. Procedure details: A mixture of N-(tert-butoxycarbonylmethyl)-N′-(2,6-dimethylphenyl)-N″-[6-methoxy-7-(N-methylpiperidin-4-ylmethoxy)quinazolin-4-yl]guanidine (0.09 g), trifluoroacetic acid (1 ml) and methylene chloride (1 ml) was stirred at ambient temperature for 3 hours. The reaction mixture was evaporated and the residue was purified by column chromatography on silica using increasingly polar mixture of methylene chloride and a 2M solution of ammonia gas in methanol as eluent. There was thus obtained the title...